From a dataset of the Open Reaction Database (ORD), a public repository of structured organic reaction records. describe an organic reaction: reactants, conditions, products, and yield The reactants are ClC1=NC(=CC(=C1NC[C@@H]1CC[C@H](CC1)C)NC(OC(C)(C)C)=O)Cl (tert-butyl (2,6-dichloro-3-(((trans-4-methylcyclohexyl)methyl)amino)pyridin-4-yl)carbamate). Solvent: Cl.O1CCOCC1 (HCl 1,4-dioxane). Product: ClC1=NC(=CC(=C1NC[C@@H]1CC[C@H](CC1)C)N)Cl (2,6-dichloro-N3-((trans-4-methylcyclohexyl)methyl)pyridine-3,4-diamine). RXN SMILES: [Cl:1][C:2]1[C:7]([NH:8][CH2:9][C@H:10]2[CH2:15][CH2:14][C@H:13]([CH3:16])[CH2:12][CH2:11]2)=[C:6]([NH:17]C(=O)OC(C)(C)C)[CH:5]=[C:4]([Cl:25])[N:3]=1>Cl.O1CCOCC1>[Cl:1][C:2]1[C:7]([NH:8][CH2:9][C@H:10]2[CH2:11][CH2:12][C@H:13]([CH3:16])[CH2:14][CH2:15]2)=[C:6]([NH2:17])[CH:5]=[C:4]([Cl:25])[N:3]=1 |f:1.2|. Procedure details: A solution of tert-butyl (2,6-dichloro-3-(((trans-4-methylcyclohexyl)methyl)amino)pyridin-4-yl)carbamate (150 g, 0.386 mol) in HCl/1,4-dioxane (4 M, 3.0 L) was stirred at 45° C. for 15 h. The mixture was concentrated under reduced pressure to give crude 2,6-dichloro-N3-((trans-4-methylcyclohexyl)methyl)pyridine-3,4-diamine. Starting materials: C[C@H]1[C@@]23C(=O)C4=C(C=CC=C4O)C(=O)[C@@]2(O3)C[C@@H](O1)CC(=O)O (nanaomycin E), [OH-].[Na+] (caustic soda). The product is CC1C2=C(CC(O1)CC(=O)O)C(=O)C3=C(C2=O)C(=CC=C3)O (nanaomycin A). Reaction SMILES: [CH3:1][C@@H:2]1[O:19][C@@H:18]([CH2:20][C:21]([OH:23])=[O:22])[CH2:17][C@@:15]23O[C@@:3]12[C:4]([C:6]1[C:11]([OH:12])=[CH:10][CH:9]=[CH:8][C:7]=1[C:13]3=[O:14])=[O:5].[OH-].[Na+]>>[CH3:1][CH:2]1[O:19][CH:18]([CH2:20][C:21]([OH:23])=[O:22])[CH2:17][C:15]2[C:13]([C:7]3[CH:8]=[CH:9][CH:10]=[C:11]([OH:12])[C:6]=3[C:4](=[O:5])[C:3]1=2)=[O:14] |f:1.2|. Procedure details: An aqueous solution of nanaomycin E (200 μg/ml) prepared in Example 1 was adjusted to a pH of 10 with addition of caustic soda. A reducing agent was added to the solution at a concentration of 3% by weight/volume, and the solution was kept at a temperature of 50° C. The change of the concentration of nanaomycin A formed in the solution was determined with the lapse of time. The production yield was determined at the end of the reaction. The results are shown in Table 1. Reactants: BrC1=NN(C(C2=CC=C(C=C12)Br)=O)C1=CC=C(C=C1)C(C)(C)C (4,6-Dibromo-2-(4-tert-butyl-phenyl)-2H-phthalazin-1-one), C(C)(C)(C)N1N=C(C=C1N)C (1-tert.-butyl-3-methyl-1H-pyrazol-5-ylamine), C([O-])([O-])=O.[Cs+].[Cs+] (cesium carbonate), C1(=CC=CC=C1)P(C1=CC=CC=2C(C3=CC=CC(=C3OC12)P(C1=CC=CC=C1)C1=CC=CC=C1)(C)C)C1=CC=CC=C1 (4,5-bis(diphenylphosphino)-9,9-dimethylxanthene). Reagents/catalysts: C=1C=CC(=CC1)/C=C/C(=O)/C=C/C2=CC=CC=C2.C=1C=CC(=CC1)/C=C/C(=O)/C=C/C2=CC=CC=C2.C=1C=CC(=CC1)/C=C/C(=O)/C=C/C2=CC=CC=C2.[Pd].[Pd] (tris-(dibenzylideneacetone)-dipalladium). Run at temperature 100 celsius, time 20 hour. Yields the product BrC=1C=C2C(=NN(C(C2=CC1)=O)C1=CC=C(C=C1)C(C)(C)C)NC=1N(N=C(C1)C)C(C)(C)C (6-Bromo-4-(2-tert-butyl-5-methyl-2H-pyrazol-3-ylamino)-2-(4-tert-butyl-phenyl)-2H-phthalazin-1-one). Yield: 194.9%. As a reaction SMILES: Br[C:2]1[C:11]2[C:6](=[CH:7][CH:8]=[C:9]([Br:12])[CH:10]=2)[C:5](=[O:13])[N:4]([C:14]2[CH:19]=[CH:18][C:17]([C:20]([CH3:23])([CH3:22])[CH3:21])=[CH:16][CH:15]=2)[N:3]=1.[C:24]([N:28]1[C:32]([NH2:33])=[CH:31][C:30]([CH3:34])=[N:29]1)([CH3:27])([CH3:26])[CH3:25].C(=O)([O-])[O-].[Cs+].[Cs+].C1(P(C2C=CC=CC=2)C2C3OC4C(=CC=CC=4P(C4C=CC=CC=4)C4C=CC=CC=4)C(C)(C)C=3C=CC=2)C=CC=CC=1>C1C=CC(/C=C/C(/C=C/C2C=CC=CC=2)=O)=CC=1.C1C=CC(/C=C/C(/C=C/C2C=CC=CC=2)=O)=CC=1.C1C=CC(/C=C/C(/C=C/C2C=CC=CC=2)=O)=CC=1.[Pd].[Pd]>[Br:12][C:9]1[CH:10]=[C:11]2[C:6](=[CH:7][CH:8]=1)[C:5](=[O:13])[N:4]([C:14]1[CH:19]=[CH:18][C:17]([C:20]([CH3:22])([CH3:23])[CH3:21])=[CH:16][CH:15]=1)[N:3]=[C:2]2[NH:33][C:32]1[N:28]([C:24]([CH3:27])([CH3:26])[CH3:25])[N:29]=[C:30]([CH3:34])[CH:31]=1 |f:2.3.4,6.7.8.9.10|. Procedure: 11 mg 4,6-Dibromo-2-(4-tert-butyl-phenyl)-2H-phthalazin-1-one (preparation see ZA-1) were reacted with 39.0 mg 1-tert.-butyl-3-methyl-1H-pyrazol-5-ylamine, 132 mg cesium carbonate, 7.0 mg tris-(dibenzylideneacetone)-dipalladium and 8.8 mg 4,5-bis(diphenylphosphino)-9,9-dimethylxanthene were stirred under argon at 100° C. for 20 hrs until HPLC indicated complete conversion. The solvent was removed under vacuum, the residue was taken up in dichloromethane and washed dilute HCl. Removal of the dich... Reactants: Cl (hydrochloric acid), ClC=1C(=CC(=NC1)C(=O)O)I (5-chloro-4-iodo-pyridine-2-carboxylic acid), CC(C)([O-])C.[K+] (potassium tert-butoxide), C1(CC1)CO (cyclopropanemethanol). Run in C1CCOC1 (THF), CN(C)C=O (DMF). Reaction conditions: temperature 80 celsius, time 25 hour. Yields the product ClC=1C(=CC(=NC1)C(=O)O)OCC1CC1 (5-Chloro-4-cyclopropylmethoxy-pyridine-2-carboxylic acid). Isolated yield 57.2%. As a reaction SMILES: [Cl:1][C:2]1[C:3](I)=[CH:4][C:5]([C:8]([OH:10])=[O:9])=[N:6][CH:7]=1.CC(C)([O-])C.[K+].[CH:18]1([CH2:21][OH:22])[CH2:20][CH2:19]1.Cl>C1COCC1.CN(C=O)C>[Cl:1][C:2]1[C:3]([O:22][CH2:21][CH:18]2[CH2:20][CH2:19]2)=[CH:4][C:5]([C:8]([OH:10])=[O:9])=[N:6][CH:7]=1 |f:1.2|. Reported procedure: To a solution of 5-chloro-4-iodo-pyridine-2-carboxylic acid (CAN 120643-06-3, 600 mg, 2.12 mmol) in THF (20 mL) and DMF (2 mL) was added with stirring potassium tert-butoxide (1.0 g, 8.91 mmol) and cyclopropanemethanol (1.5 mL, 18.8 mmol). The resulting mixture was stirred at 80° C. for 25 h, cooled, acidified with hydrochloric acid (25 mL, 1 N) and partitioned into ethyl acetate. The organic portions were combined, dried over Na2SO4, filtered and concentrated. The residue was purified by prep. ... The reactants are C(C1=CC=CC=C1)=O (benzaldehyde), C(C)(=O)O (acetic acid). Reagents/catalysts: O.O.C(C)(=O)[O-].[Zn+2].C(C)(=O)[O-] (zinc acetate dihydrate). The solvent is C1(=CC=CC=C1)C (toluene). Yields the product C=C=O (Ketene), C=C1CC(=O)O1 (diketene). RXN SMILES: [CH:1](=[O:8])[C:2]1C=CC=CC=1.[C:9]([OH:12])(=[O:11])[CH3:10]>C1(C)C=CC=CC=1.O.O.C([O-])(=O)C.[Zn+2].C([O-])(=O)C>[CH2:2]=[C:1]=[O:8].[CH2:1]=[C:2]1[O:12][C:9](=[O:11])[CH2:10]1 |f:3.4.5.6.7|. Procedure: 106 g of benzaldehyde are dissolved in 150 ml of toluene with 2 g of zinc acetate dihydrate and 1.5 ml of acetic acid in a stirred apparatus, under a nitrogen atmosphere. Ketene gas, which can easily be produced on a laboratory scale by splitting of diketene by means of heat (compare Houben-Weyl, Volume VII/4, page 80; and Org. Syntheses. Coll. Vol. V, page 679) is passed into this solution at 30° to 40° C. in the course of 3 to 4 hours. When 92 to 96% of the benzaldehyde has reacted, determined...